Dataset: the Open Reaction Database (ORD), a public repository of structured organic reaction records. Task: describe an organic reaction: reactants, conditions, products, and yield Reagents/catalysts: C(CCCC)=N.[Ni+2] (nickel (II) pentammine), [Ni] (nickel), S(=O)(=O)([O-])[O-].[NH4+].[Ni+] (nickel ammonium sulphate). Yields the product S(=O)(=O)([O-])[O-].C(CCCC)=N.[Co+3].S(=O)(=O)([O-])[O-].S(=O)(=O)([O-])[O-].[Co+3] (cobalt (III) pentammine sulphate). The reactants are C(CCCC)=N.[Co+2] (cobalt (II) pentammine), C(CCCC)=N.[Co+3] (cobalt (III) pentammine), S(O)(O)(=O)=O (sulphuric acid). Reported procedure: A commercial cobalt refining process based on the soluble cobaltic pentammine process for separating nickel from cobalt, is operated in conjunction with the above nickel refining process. This process is based on U.S. Pat. Nos. 2,694,005, 2,694,006, 2,767,054 and 2,767,055 to Schaufelburger. In the refining process, mixed nickel-cobalt sulphides with a typical Ni:Co ratio of 1:1, are first leached at elevated air pressure and temperature in dilute sulphuric acid solution to dissolve the nickel a... Reaction SMILES: [CH:1](=[NH:6])[CH2:2][CH2:3][CH2:4][CH3:5].[Co+2:7].C(=N)CCCC.[Co+3].[S:15](=[O:19])(=[O:18])([OH:17])[OH:16]>C(=N)CCCC.[Ni+2].[Ni].S([O-])([O-])(=O)=O.[NH4+].[Ni+]>[S:15]([O-:19])([O-:18])(=[O:17])=[O:16].[CH:1](=[NH:6])[CH2:2][CH2:3][CH2:4][CH3:5].[Co+3:7].[S:15]([O-:19])([O-:18])(=[O:17])=[O:16].[S:15]([O-:19])([O-:18])(=[O:17])=[O:16].[Co+3:7] |f:0.1,2.3,5.6,8.9.10,11.12.13.14.15.16|. The reactants are C(C)(=O)NC=1C=C(C(C(=O)OC)=CC1F)O (Methyl 4-Acetamido-5-fluorosalicylate), NC=1C=C(C(C(=O)O)=CC1F)O (4-Amino-5-fluorosalicylic Acid). Product: NC=1C=C(C(C(=O)O)=CC1)O (p-Aminosalicylic Acid). RXN SMILES: C([NH:4][C:5]1[CH:6]=[C:7]([OH:16])[C:8](=[CH:13][C:14]=1F)[C:9]([O:11]C)=[O:10])(=O)C.NC1C=C(O)C(=CC=1F)C(O)=O>>[NH2:4][C:5]1[CH:6]=[C:7]([OH:16])[C:8](=[CH:13][CH:14]=1)[C:9]([OH:11])=[O:10]. Procedure: Table 8 shows the results of the preliminary screening tests of the prodrug, compound 11 and the fluorinated analog of PAS, 4-Amino-5-fluorosalicylic Acid 12. Starting materials: Cl (HCl), O[C@@H]1C[C@@H](NC1)C(=O)O (cis-4-hydroxy-D-proline), solution, ClCS(=O)(=O)NC1=C(C=C(C(=C1)N=C=O)F)Cl (1-chloro-N-(2-chloro-4-fluoro-5-isocyanatophenyl)methanesulfonamide). The solvent is [OH-].[Na+] (NaOH), C(C(C)C)C(=O)C (methyl isobutyl ketone), [OH-].[Na+] (NaOH). The product is ClC1=CC(=C(C=C1NS(=O)(=O)CCl)NC(=O)N1[C@H](C[C@H](C1)O)C(=O)O)F ((2R-cis)-1-[[[4-chloro-5-[[(chloromethyl)sulfonyl]amino]-2-fluorophenyl]amino]carbonyl]-4-hydroxy-2-pyrrolidinecarboxylic Acid). Isolated yield 90.0%. Reaction SMILES: [OH:1][C@H:2]1[CH2:6][NH:5][C@@H:4]([C:7]([OH:9])=[O:8])[CH2:3]1.[Cl:10][CH2:11][S:12]([NH:15][C:16]1[CH:21]=[C:20]([N:22]=[C:23]=[O:24])[C:19]([F:25])=[CH:18][C:17]=1[Cl:26])(=[O:14])=[O:13].Cl>[OH-].[Na+].C(C(C)=O)C(C)C>[Cl:26][C:17]1[C:16]([NH:15][S:12]([CH2:11][Cl:10])(=[O:14])=[O:13])=[CH:21][C:20]([NH:22][C:23]([N:5]2[CH2:6][C@H:2]([OH:1])[CH2:3][C@@H:4]2[C:7]([OH:9])=[O:8])=[O:24])=[C:19]([F:25])[CH:18]=1 |f:3.4|. Procedure details: To a stirred solution of cis-4-hydroxy-D-proline (262 g, 2 mol) in 2 L of 1 N NaOH at 0° C. was added dropwise 1950 mL of a solution of 1-chloro-N-(2-chloro-4-fluoro-5-isocyanatophenyl)methanesulfonamide in methyl isobutyl ketone over 90 minutes. The temperature was kept between −3° C. and 5° C. The pH wag maintained at 8-9 by the addition of 550 mL of 10% NaOH. Stirring was continued at this temperature for another hour at pH 8 and then the two-phase mixture was allowed to come to room temperat...